From a dataset of the Open Reaction Database (ORD), a public repository of structured organic reaction records. describe an organic reaction: reactants, conditions, products, and yield Reactants: O=C([O-])[O-], CC1(C)OB(c2ccc(N3CCOCC3)nc2)OC1(C)C, COCCOC, CCO, C[Si](C)(C)CCOCn1nc(I)c2ccc(C=O)cc21, [Na+], [Na+], O. Product: C[Si](C)(C)CCOCn1nc(-c2ccc(N3CCOCC3)nc2)c2ccc(C=O)cc21. As a reaction SMILES: [C:42](=[O:43])([O-:44])[O-:45].[CH3:21][C:22]1([CH3:23])[C:24]([CH3:25])([CH3:26])[O:27][B:28]([c:29]2[cH:30][cH:31][c:32]([N:35]3[CH2:36][CH2:37][O:38][CH2:39][CH2:40]3)[n:33][cH:34]2)[O:41]1.[CH3:48][O:49][CH2:50][CH2:51][O:52][CH3:53].[CH3:55][CH2:56][OH:57].[I:1][c:2]1[n:3][n:4]([CH2:13][O:14][CH2:15][CH2:16][Si:17]([CH3:18])([CH3:19])[CH3:20])[c:5]2[cH:6][c:7]([CH:11]=[O:12])[cH:8][cH:9][c:10]12.[Na+:46].[Na+:47].[OH2:54]>>[c:2]1(-[c:29]2[cH:30][cH:31][c:32]([N:35]3[CH2:36][CH2:37][O:38][CH2:39][CH2:40]3)[n:33][cH:34]2)[n:3][n:4]([CH2:13][O:14][CH2:15][CH2:16][Si:17]([CH3:18])([CH3:19])[CH3:20])[c:5]2[cH:6][c:7]([CH:11]=[O:12])[cH:8][cH:9][c:10]12. Reactants: C(C)(C)(C)OC(=O)N[C@@H](C(C)C)C(=O)N[C@@H](CCC(=O)OCC1=CC=CC=C1)C(=O)OCC1=CC=CC=C1 (dibenzyl N-(N-tert-butoxycarbonyl-L-valyl)-L-glutamate), C1(=CC=CC=C1)OC (anisole), C(CCCCCCCCCCCCCCCCCCCCC)(=O)Cl (docosanoyl chloride), C(CCCCCCCCCCCCCCCCCCCCC)(=O)O (docosanoic acid), S(=O)(Cl)Cl (thionyl chloride). The solvent is FC(C(=O)O)(F)F (trifluoroacetic acid), C(C)N(CC)CC (triethylamine), O1CCCC1 (tetrahydrofuran), C1=CC=CC=C1 (benzene), C1=CC=CC=C1 (benzene), O1CCCC1 (tetrahydrofuran). Conditions: time 3 hour. Yields the product C(CCCCCCCCCCCCCCCCCCCCC)(=O)N[C@@H](C(C)C)C(=O)N[C@@H](CCC(=O)OCC1=CC=CC=C1)C(=O)OCC1=CC=CC=C1 (dibenzyl N-(N-docosanoyl-L-valyl)-L-glutamate). The yield is 47.3%. Reaction SMILES: [C:1]([OH:24])(=O)[CH2:2][CH2:3][CH2:4][CH2:5][CH2:6][CH2:7][CH2:8][CH2:9][CH2:10][CH2:11][CH2:12][CH2:13][CH2:14][CH2:15][CH2:16][CH2:17][CH2:18][CH2:19][CH2:20][CH2:21][CH3:22].S(Cl)(Cl)=O.C(OC([NH:36][C@H:37]([C:41]([NH:43][C@H:44]([C:57]([O:59][CH2:60][C:61]1[CH:66]=[CH:65][CH:64]=[CH:63][CH:62]=1)=[O:58])[CH2:45][CH2:46][C:47]([O:49][CH2:50][C:51]1[CH:56]=[CH:55][CH:54]=[CH:53][CH:52]=1)=[O:48])=[O:42])[CH:38]([CH3:40])[CH3:39])=O)(C)(C)C.C1(OC)C=CC=CC=1.C(Cl)(=O)CCCCCCCCCCCCCCCCCCCCC>C1C=CC=CC=1.FC(F)(F)C(O)=O.O1CCCC1.C(N(CC)CC)C>[C:1]([NH:36][C@H:37]([C:41]([NH:43][C@H:44]([C:57]([O:59][CH2:60][C:61]1[CH:66]=[CH:65][CH:64]=[CH:63][CH:62]=1)=[O:58])[CH2:45][CH2:46][C:47]([O:49][CH2:50][C:51]1[CH:56]=[CH:55][CH:54]=[CH:53][CH:52]=1)=[O:48])=[O:42])[CH:38]([CH3:39])[CH3:40])(=[O:24])[CH2:2][CH2:3][CH2:4][CH2:5][CH2:6][CH2:7][CH2:8][CH2:9][CH2:10][CH2:11][CH2:12][CH2:13][CH2:14][CH2:15][CH2:16][CH2:17][CH2:18][CH2:19][CH2:20][CH2:21][CH3:22]. Reported procedure: A mixture of docosanoic acid (500 mg) and thionyl chloride (2 ml) in benzene (5 ml) was refluxed for 1 hour. After removal of the solvent under reduced pressure, the residue was taken up in benzene and benzene was evaporated off. This operation was repeated three times to give crude docosanoyl chloride. Meanwhile, a solution of dibenzyl N-(N-tert-butoxycarbonyl-L-valyl)-L-glutamate (773 mg) and anisole (0.25 ml) in trifluoroacetic acid (1 ml) was stirred at 0° C. for 1 hour. Evaporation of trifl... Product: COC1=CC=C(C=C1)CC(=O)NC1=C(SC=C1)C(=O)O (3-(2-(4-Methoxyphenyl)acetamido)thiophene-2-carboxylic acid). Solvent: CO (methanol). The reactants are [OH-].[Li+] (lithium hydroxide), COC(=O)C=1SC=CC1NC(CC1=CC=C(C=C1)OC)=O (methyl-3-(2-(4-methoxyphenyl)acetamido)thiophene-2-carboxylate). Procedure details: A 3M lithium hydroxide solution (80 mL) was added to methyl-3-(2-(4-methoxyphenyl)acetamido)thiophene-2-carboxylate (7.30 g, 23.91 mmol) dissolved in methanol. The reaction mixture was refluxed for 2 h, cooled to room temperature and then partitioned between ethyl acetate and H2O. The aqueous layer with acidified with conc HCl, filtered and washed with H2O. The precipitate that formed was collected by filtration (8.55 g, quantitative) and used in the next step without further purification. Metho... As a reaction SMILES: [OH-].[Li+].C[O:4][C:5]([C:7]1[S:8][CH:9]=[CH:10][C:11]=1[NH:12][C:13](=[O:23])[CH2:14][C:15]1[CH:20]=[CH:19][C:18]([O:21][CH3:22])=[CH:17][CH:16]=1)=[O:6]>CO>[CH3:22][O:21][C:18]1[CH:19]=[CH:20][C:15]([CH2:14][C:13]([NH:12][C:11]2[CH:10]=[CH:9][S:8][C:7]=2[C:5]([OH:6])=[O:4])=[O:23])=[CH:16][CH:17]=1 |f:0.1|. Reactants: [N+](=O)([O-])C1=CC=C(C(=O)NC2=C(C=CC(=C2)C=2SC=CC2)NC(OC(C)(C)C)=O)C=C1 (tert-butyl [2-[(4-nitrobenzoyl)amino]-4-(2-thienyl)phenyl]carbamate), [H][H] (hydrogen). Reagents/catalysts: [Pd] (Pd/C). The solvent is CCOC(=O)C.C1CCOC1 (EtOAc THF). Product: NC1=CC=C(C(=O)NC2=C(C=CC(=C2)C=2SC=CC2)NC(OC(C)(C)C)=O)C=C1 (tert-butyl [2-[(4-aminobenzoyl)amino]-4-(2-thienyl)phenyl]carbamate). As a reaction SMILES: [N+:1]([C:4]1[CH:31]=[CH:30][C:7]([C:8]([NH:10][C:11]2[CH:16]=[C:15]([C:17]3[S:18][CH:19]=[CH:20][CH:21]=3)[CH:14]=[CH:13][C:12]=2[NH:22][C:23](=[O:29])[O:24][C:25]([CH3:28])([CH3:27])[CH3:26])=[O:9])=[CH:6][CH:5]=1)([O-])=O.[H][H]>[Pd].CCOC(C)=O.C1COCC1>[NH2:1][C:4]1[CH:31]=[CH:30][C:7]([C:8]([NH:10][C:11]2[CH:16]=[C:15]([C:17]3[S:18][CH:19]=[CH:20][CH:21]=3)[CH:14]=[CH:13][C:12]=2[NH:22][C:23](=[O:29])[O:24][C:25]([CH3:28])([CH3:26])[CH3:27])=[O:9])=[CH:6][CH:5]=1 |f:3.4|. Procedure details: To a solution of tert-butyl [2-[(4-nitrobenzoyl)amino]-4-(2-thienyl)phenyl]carbamate (598 mg, 1.36 mmol) in 1:1 EtOAc/THF was added 10 mol % Pd/C (136 mg, 1.36 mmol). The reaction mixture was evacuated and refilled with hydrogen (2×). The black reaction mixture was stirred in a parr shaker under 50 psi of hydrogen overnight. The mixture was filtered through a pad of celite (with EtOAc then CH2Cl2 washes) and concentrated to provide tert-butyl [2-[(4-aminobenzoyl)amino]-4-(2-thienyl)phenyl]carbam... The reactants are OC1(CCCCC1)C(C=1N=NNC1)C1=CC=C(C#N)C=C1 (4-[1-hydroxycyclohex-1-yl-1(1,2,3-triazolyl)methyl]benzonitrile), S(=O)(Cl)Cl (thionyl chloride). The solvent is ClCCl (dichloromethane). Conditions: time 2 hour. Product: C1(CCCCC1)=C(C=1N=NNC1)C1=CC=C(C#N)C=C1 (4-[1-cyclohexylidene-1-(1,2,3-triazolyl) methyl]benzonitrile). Yield: 36.5%. As a reaction SMILES: O[C:2]1([CH:8]([C:14]2[CH:21]=[CH:20][C:17]([C:18]#[N:19])=[CH:16][CH:15]=2)[C:9]2[N:10]=[N:11][NH:12][CH:13]=2)[CH2:7][CH2:6][CH2:5][CH2:4][CH2:3]1.S(Cl)(Cl)=O>ClCCl>[C:2]1(=[C:8]([C:14]2[CH:21]=[CH:20][C:17]([C:18]#[N:19])=[CH:16][CH:15]=2)[C:9]2[N:10]=[N:11][NH:12][CH:13]=2)[CH2:3][CH2:4][CH2:5][CH2:6][CH2:7]1. Procedure details: 7.6 g of crude 4-[1-hydroxycyclohex-1-yl-1(1,2,3-triazolyl)methyl]benzonitrile is dissolved at 0° in 50 ml of dichloromethane and stirred at 0° for 1 hour with 22.7 ml of thionyl chloride. Then the mixture is concentrated to dryness under vacuum, dissolved in 50 ml of dichloromethane, stirred with 30 ml of triethylamine for 2 hours, diluted with water, extracted three times with ethyl acetate, washed with water, dried over sodium sulfate, concentrated to dryness under vacuum, and chromatographed...